This data is from the Open Reaction Database (ORD), a public repository of structured organic reaction records. The task is: describe an organic reaction: reactants, conditions, products, and yield The reactants are CN1C(C2=CC(=CC=C2C=C1CCC1=CC(=C(C=C1)OCC1CO1)OC)OC)=O (2-methyl-3-[3-methoxy-4-(2,3-epoxypropoxy)-phenethyl]-7-methoxy-isoquinolin-1(2H)-one), COC1=C(C=CC=C1)NCC (2-methoxyphenyl-ethylamine). Product: COC1=CC=C2C=CNC(C2=C1)=O (7-methoxy-isoquinolin-1(2H)-one). Yield: 74.0%. RXN SMILES: C[N:2]1[C:11](CCC2C=CC(OCC3OC3)=C(OC)C=2)=[CH:10][C:9]2[C:4](=[CH:5][C:6]([O:27][CH3:28])=[CH:7][CH:8]=2)[C:3]1=[O:29].COC1C=CC=CC=1NCC>>[CH3:28][O:27][C:6]1[CH:5]=[C:4]2[C:9]([CH:10]=[CH:11][NH:2][C:3]2=[O:29])=[CH:8][CH:7]=1. Reported procedure: 2-Methyl-3-[3-methoxy-4-(3-(2-o-methoxy-phenyl-ethyl-amino)-2-hydroxy)-propoxy)-phenethyl]-7-methoxy-isoquinolin-1(2H)-one was prepared analogous to Example 2 from 2-methyl-3-[3-methoxy-4-(2,3-epoxypropoxy)-phenethyl]-7-methoxy-isoquinolin-1(2H)-one and 2-methoxyphenyl-ethylamine.